From a dataset of the Open Reaction Database (ORD), a public repository of structured organic reaction records. describe an organic reaction: reactants, conditions, products, and yield Run at temperature 25 celsius, time 2.5 hour. Starting materials: ice, ClC1=CC=C(C=2[Se]C3=CC(=CC=C3C(C12)=O)O)[N+](=O)[O-] (1-chloro-6-hydroxy-4-nitro-9H-selenoxanthen-9-one), C(C)(C)N(CC)C(C)C (diisopropylethyl amine), C(C)N(CC)CCNN (2-(diethylaminoethyl)hydrazine), Cl (hydrogen chloride). Reaction SMILES: [Cl:1][C:2]1[C:15]2[C:14](=O)[C:13]3[C:8](=[CH:9][C:10]([OH:17])=[CH:11][CH:12]=3)[Se:7][C:6]=2[C:5]([N+:18]([O-:20])=[O:19])=[CH:4][CH:3]=1.C(N(C(C)C)CC)(C)C.[CH2:30]([N:32]([CH2:35][CH2:36][NH:37][NH2:38])[CH2:33][CH3:34])[CH3:31].Cl>CN(C)C=O.CC(O)C>[ClH:1].[CH2:30]([N:32]([CH2:33][CH3:34])[CH2:35][CH2:36][N:37]1[C:2]2[CH:3]=[CH:4][C:5]([N+:18]([O-:20])=[O:19])=[C:6]3[Se:7][C:8]4[CH:9]=[C:10]([OH:17])[CH:11]=[CH:12][C:13]=4[C:14]([C:15]=23)=[N:38]1)[CH3:31] |f:6.7|. Yields the product Cl.C(C)N(CCN1N=C2C=3C(=C(C=CC13)[N+](=O)[O-])[Se]C1=C2C=CC(=C1)O)CC (2-[2-(Diethylamino)ethyl]-5-nitro-2H-[1]benzoselenino-[4,3,2-cd]indazol-8-ol, hydrochloride). The solvent is CN(C=O)C (N,N-dimethylformamide), CC(C)O (2-propanol). Procedure details: To an ice-cold solution of 1.59 g (0.004 mole) of 1-chloro-6-hydroxy-4-nitro-9H-selenoxanthen-9-one in 12 ml of N,N-dimethylformamide with 0.85 ml of diisopropylethyl amine is added 0.85 ml of 2-(diethylaminoethyl)hydrazine. The cooling bath is removed and the mixture is stirred at 25° C. for 2.5 hours. Concentration of the reaction in vacuo leaves an orange solid. Trituration of the solid with boiling 2-propanol gives an orange powder which is dried in vacuo at 80° C. to afford 1.66 g of the dr... Reactants: CC(=O)CC(=O)CC(=O)O (triacetate), C1(=CC=CC=C1)C (toluene), Cl (hydrochloric acid), CC1(C(CC(C(C1=O)(C)C)=O)=O)C (2,2,4,4-tetramethylcyclohexane-1,3,5-trione), C(Cl)(Cl)Cl (chloroform). The reagents and catalysts are CN(C1=CC=NC=C1)C (4-dimethylaminopyridine). Yields the product CC=1C=C(C=C(C1C1C(C(C(C(C1=O)(C)C)=O)(C)C)=O)C)C1=CC=CC=C1 (6-(3,5-dimethylbiphenyl-4-yl)-2,2,4,4-tetramethylcyclohexane-1,3,5-trione). RXN SMILES: [CH3:1][C:2]1([CH3:13])[C:7](=[O:8])[C:6]([CH3:10])([CH3:9])[C:5](=[O:11])[CH2:4][C:3]1=[O:12].[CH:14](Cl)(Cl)Cl.[CH3:18][C:19]([CH2:21][C:22]([CH2:24][C:25](O)=O)=O)=O.Cl.[C:29]1([CH3:35])[CH:34]=[CH:33][CH:32]=[CH:31][CH:30]=1>CN(C)C1C=CN=CC=1>[CH3:35][C:29]1[CH:34]=[C:33]([C:18]2[CH:25]=[CH:24][CH:22]=[CH:21][CH:19]=2)[CH:32]=[C:31]([CH3:14])[C:30]=1[CH:4]1[C:3](=[O:12])[C:2]([CH3:13])([CH3:1])[C:7](=[O:8])[C:6]([CH3:9])([CH3:10])[C:5]1=[O:11]. Reported procedure: To a mixture of 2,2,4,4-tetramethylcyclohexane-1,3,5-trione (182 mg, 1 mmol) and 4-dimethylaminopyridine (610 mg, 5 mmol) under an atmosphere of nitrogen, is added dry chloroform (5.6 ml), followed by stirring at room temperature until dissolution is complete. To this solution is then added dry toluene (2 ml), and 3,5-dimethylbiphenylead triacetate (0.5 M solution in dry chloroform, 2.4 ml, 1.2 mmol). This solution is then heated under reflux for 1 hour. The reaction mixture is cooled to room te... The reactants are Clc1cccc(Cl)c1N=C1NCCN1OCc1ccccc1, CCO, Cl, [H][H]. Product: ON1CCNC1=Nc1c(Cl)cccc1Cl. As a reaction SMILES: [CH2:1]([c:2]1[cH:3][cH:4][cH:5][cH:6][cH:7]1)[O:8][N:9]1[C:10](=[N:14][c:15]2[c:16]([Cl:22])[cH:17][cH:18][cH:19][c:20]2[Cl:21])[NH:11][CH2:12][CH2:13]1.[CH3:26][CH2:27][OH:28].[ClH:23].[H:24][H:25]>>[OH:8][N:9]1[C:10](=[N:14][c:15]2[c:16]([Cl:22])[cH:17][cH:18][cH:19][c:20]2[Cl:21])[NH:11][CH2:12][CH2:13]1. Reactants: CCOC(C=O)OCC, CNC, CCC(=O)O, CCC=O, O. Yields the product CCOC(C=C(C)C=O)OCC. RXN SMILES: [CH2:13]([CH3:14])[O:15][CH:16]([CH:17]=[O:18])[O:19][CH2:20][CH3:21].[CH3:5][NH:6][CH3:7].[CH3:8][CH2:9][C:10](=[O:11])[OH:12].[CH:1]([CH2:2][CH3:3])=[O:4].[OH2:22]>>[CH:1]([C:2]([CH3:3])=[CH:17][CH:16]([O:15][CH2:13][CH3:14])[O:19][CH2:20][CH3:21])=[O:4].